Dataset: the Open Reaction Database (ORD), a public repository of structured organic reaction records. Task: describe an organic reaction: reactants, conditions, products, and yield Starting materials: N1CCNCCC1 (homopiperazine), S(=O)(Cl)Cl (thionyl chloride), ClC1=NC=CC=2C(=CC=CC12)S(=O)(=O)O (1-chloro-5-isoquinolinesulfonic acid), C(O)([O-])=O.[Na+] (sodium hydrogencarbonate). Run in CN(C=O)C (N,N-dimethylformamide), O (water), ClCCl (dichloromethane), ClCCl (dichloromethane), ClCCl (dichloromethane). Conditions: time 1 hour. Yields the product ClC1=NC=CC=2C(=CC=CC12)S(=O)(=O)N1CCNCCC1 (1-(1-chloro-5-isoquinolinesulfonyl)homopiperazine). Yield: 70.3%. Reaction SMILES: S(Cl)(Cl)=O.[Cl:5][C:6]1[C:15]2[CH:14]=[CH:13][CH:12]=[C:11]([S:16]([OH:19])(=[O:18])=O)[C:10]=2[CH:9]=[CH:8][N:7]=1.C(=O)([O-])O.[Na+].[NH:25]1[CH2:31][CH2:30][CH2:29][NH:28][CH2:27][CH2:26]1>ClCCl.O.CN(C)C=O>[Cl:5][C:6]1[C:15]2[CH:14]=[CH:13][CH:12]=[C:11]([S:16]([N:25]3[CH2:31][CH2:30][CH2:29][NH:28][CH2:27][CH2:26]3)(=[O:18])=[O:19])[C:10]=2[CH:9]=[CH:8][N:7]=1 |f:2.3|. Procedure: To 50 ml of thionyl chloride were added 5.85 g of 1-chloro-5-isoquinolinesulfonic acid as obtained in Example 1 and 0.5 ml of N,N-dimethylformamide. Then, the resulting mixture was refluxed while heating at 80° to 85° C. for 2 hours, followed by removal of the thionyl chloride and N,N-dimethylformamide under reduced pressure to obtain a residue. The residue was dissolved in a liquid consisting of 20 ml of water and 50 ml of dichloromethane, and the pH of the aqueous solution was adjusted to 6.0 ...